describe an organic reaction: reactants, conditions, products, and yield From a dataset of the Open Reaction Database (ORD), a public repository of structured organic reaction records. Yields the product CCN(N=C(C)c1cnc2nnn(Cc3ccc4ncccc4c3)c2n1)C(N)=O. Reactants: CCN(N)C(N)=O, CC(=O)c1cnc2nnn(Cc3ccc4ncccc4c3)c2n1. RXN SMILES: [CH2:24]([CH3:25])[N:26]([NH2:27])[C:28](=[O:29])[NH2:30].[n:1]1[cH:2][cH:3][cH:4][c:5]2[cH:6][c:7]([CH2:11][n:12]3[n:13][n:14][c:15]4[c:16]3[n:17][c:18]([C:21]([CH3:22])=[O:23])[cH:19][n:20]4)[cH:8][cH:9][c:10]12>>[n:1]1[cH:2][cH:3][cH:4][c:5]2[cH:6][c:7]([CH2:11][n:12]3[n:13][n:14][c:15]4[c:16]3[n:17][c:18]([C:21]([CH3:22])=[N:27][N:26]([CH2:24][CH3:25])[C:28](=[O:29])[NH2:30])[cH:19][n:20]4)[cH:8][cH:9][c:10]12. The reactants are [BH4-], CO, CCOC(=O)CCC(=O)c1ccc(-c2ccccc2F)cc1, [Na+]. Product: CCOC(=O)CCC(O)c1ccc(-c2ccccc2F)cc1. RXN SMILES: [BH4-:23].[CH3:25][OH:26].[F:1][c:2]1[c:3](-[c:8]2[cH:9][cH:10][c:11]([C:14]([CH2:15][CH2:16][C:17](=[O:18])[O:19][CH2:20][CH3:21])=[O:22])[cH:12][cH:13]2)[cH:4][cH:5][cH:6][cH:7]1.[Na+:24]>>[F:1][c:2]1[c:3](-[c:8]2[cH:9][cH:10][c:11]([CH:14]([CH2:15][CH2:16][C:17](=[O:18])[O:19][CH2:20][CH3:21])[OH:22])[cH:12][cH:13]2)[cH:4][cH:5][cH:6][cH:7]1. Reactants: CC(=O)SCC(Cc1ccccc1)C(=O)NC(C)C(=O)N1CCCC1C(=O)O, CO, CO, ClCCl, N, [NH4+], [OH-], [Zn]. The product is CC(NC(=O)C(CS)Cc1ccccc1)C(=O)N1CCCC1C(=O)O. RXN SMILES: [C:1](=[O:2])([CH3:3])[S:4][CH2:5][CH:6]([C:7](=[O:8])[NH:9][CH:10]([CH3:11])[C:12](=[O:13])[N:14]1[CH:15]([C:16](=[O:17])[OH:18])[CH2:19][CH2:20][CH2:21]1)[CH2:22][c:23]1[cH:24][cH:25][cH:26][cH:27][cH:28]1.[CH3:33][OH:34].[CH3:38][OH:39].[Cl:30][CH2:31][Cl:32].[NH3:29].[NH4+:36].[OH-:35].[Zn:37]>>[SH:4][CH2:5][CH:6]([C:7](=[O:8])[NH:9][CH:10]([CH3:11])[C:12](=[O:13])[N:14]1[CH:15]([C:16](=[O:17])[OH:18])[CH2:19][CH2:20][CH2:21]1)[CH2:22][c:23]1[cH:24][cH:25][cH:26][cH:27][cH:28]1. The reactants are C(#N)C=1C=C(C=CC1OC(C)C)C1=NC(=NO1)C1=CC=CC=2CCN(CCC21)C(=O)OC(C)(C)C (1,1-Dimethylethyl 6-(5-{3-cyano-4-[(1-methylethyl)oxy]phenyl}-1,2,4-oxadiazol-3-yl)-1,2,4,5-tetrahydro-3H-3-benzazepine-3-carboxylate), C(Cl)Cl (DCM), FC(C(=O)O)(F)F (trifluoroacetic acid). The yield is 100.0%. Reaction SMILES: [C:1]([C:3]1[CH:4]=[C:5]([C:13]2[O:17][N:16]=[C:15]([C:18]3[C:28]4[CH2:27][CH2:26][N:25](C(OC(C)(C)C)=O)[CH2:24][CH2:23][C:22]=4[CH:21]=[CH:20][CH:19]=3)[N:14]=2)[CH:6]=[CH:7][C:8]=1[O:9][CH:10]([CH3:12])[CH3:11])#[N:2].FC(F)(F)C(O)=O.C(Cl)[Cl:44]>>[ClH:44].[CH3:12][CH:10]([O:9][C:8]1[CH:7]=[CH:6][C:5]([C:13]2[O:17][N:16]=[C:15]([C:18]3[C:28]4[CH2:27][CH2:26][NH:25][CH2:24][CH2:23][C:22]=4[CH:21]=[CH:20][CH:19]=3)[N:14]=2)=[CH:4][C:3]=1[C:1]#[N:2])[CH3:11] |f:3.4|. Reported procedure: 1,1-Dimethylethyl 6-(5-{3-cyano-4-[(1-methylethyl)oxy]phenyl}-1,2,4-oxadiazol-3-yl)-1,2,4,5-tetrahydro-3H-3-benzazepine-3-carboxylate (Preparation 16) (505 mg, 1.064 mmol) was dissolved in DCM (40 ml) and treated with trifluoroacetic acid (4 ml, 51.9 mmol). The resulting mixture was heated at reflux for 1 hour then evaporated. The resulting residue was partitioned between DCM (20 ml) and 2N NaOH (20 ml). The DCM layer was collected, dried (hydrophobic frit) and evaporated. The free-base was diss... The product is Cl.CC(C)OC1=C(C#N)C=C(C=C1)C1=NC(=NO1)C1=CC=CC=2CCNCCC21 (2-[(1-methylethyl)oxy]-5-[3-(2,3,4,5-tetrahydro-1H-3-benzazepin-6-yl)-1,2,4-oxadiazol-5-yl]benzonitrile hydrochloride).